Dataset: the Open Reaction Database (ORD), a public repository of structured organic reaction records. Task: describe an organic reaction: reactants, conditions, products, and yield Reactants: O=Cc1cccc(Br)n1, Cc1ccccc1, CO, CO, [Na+], [Na+], O=C([O-])[O-], O, O, CC(C)(C)OC(=O)N(Cc1ccccc1B1OC(C)(C)C(C)(C)O1)c1ccccc1. The product is CC(C)(C)OC(=O)N(Cc1ccccc1-c1cccc(C=O)n1)c1ccccc1. As a reaction SMILES: [Br:8][c:9]1[cH:10][cH:11][cH:12][c:13]([CH:15]=[O:16])[n:14]1.[CH3:47][c:48]1[cH:49][cH:50][cH:51][cH:52][cH:53]1.[CH3:54][OH:55].[CH3:57][OH:58].[Na+:2].[Na+:3].[O-:4][C:5](=[O:6])[O-:7].[OH2:1].[OH2:56].[c:17]1([N:23]([C:24]([O:25][C:26]([CH3:27])([CH3:28])[CH3:29])=[O:30])[CH2:31][c:32]2[c:33]([B:38]3[O:39][C:40]([CH3:41])([CH3:42])[C:43]([CH3:44])([CH3:45])[O:46]3)[cH:34][cH:35][cH:36][cH:37]2)[cH:18][cH:19][cH:20][cH:21][cH:22]1>>[c:9]1(-[c:33]2[c:32]([CH2:31][N:23]([c:17]3[cH:18][cH:19][cH:20][cH:21][cH:22]3)[C:24]([O:25][C:26]([CH3:27])([CH3:28])[CH3:29])=[O:30])[cH:37][cH:36][cH:35][cH:34]2)[cH:10][cH:11][cH:12][c:13]([CH:15]=[O:16])[n:14]1. The reactants are C(C)(C)(C)OC(CCC1=CC(=C(C=C1)N1S(N(C(C1)=O)CC[Si](C)(C)C)(=O)=O)OCC1=CC=CC=C1)=O (3-{3-benzyloxy-4-[1,1,4-trioxo-5-(2-trimethylsilanylethyl)-1,2,5-thiadiazolidin-2-yl]-phenyl}-propionic acid tert-butyl ester). The solvent is C(=O)(C(F)(F)F)O.C(Cl)Cl (TFA methylene chloride). The product is C(C1=CC=CC=C1)OC=1C=C(C=CC1N1S(N(C(C1)=O)CC[Si](C)(C)C)(=O)=O)CCC(=O)O (3-{3-Benzyloxy-4-[1,1,4-trioxo-5-(2-trimethylsilanylethyl)-1,2,5-thiadiazolidin-2-yl]-phenyl}-propionic Acid). As a reaction SMILES: C([O:5][C:6](=[O:37])[CH2:7][CH2:8][C:9]1[CH:14]=[CH:13][C:12]([N:15]2[CH2:19][C:18](=[O:20])[N:17]([CH2:21][CH2:22][Si:23]([CH3:26])([CH3:25])[CH3:24])[S:16]2(=[O:28])=[O:27])=[C:11]([O:29][CH2:30][C:31]2[CH:36]=[CH:35][CH:34]=[CH:33][CH:32]=2)[CH:10]=1)(C)(C)C>C(O)(C(F)(F)F)=O.C(Cl)Cl>[CH2:30]([O:29][C:11]1[CH:10]=[C:9]([CH2:8][CH2:7][C:6]([OH:37])=[O:5])[CH:14]=[CH:13][C:12]=1[N:15]1[CH2:19][C:18](=[O:20])[N:17]([CH2:21][CH2:22][Si:23]([CH3:24])([CH3:25])[CH3:26])[S:16]1(=[O:28])=[O:27])[C:31]1[CH:32]=[CH:33][CH:34]=[CH:35][CH:36]=1 |f:1.2|. Procedure: A solution of 3-{3-benzyloxy-4-[1,1,4-trioxo-5-(2-trimethylsilanylethyl)-1,2,5-thiadiazolidin-2-yl]-phenyl}-propionic acid tert-butyl ester (420 mg, 0.77 mmol) in 6 mL of TFA/methylene chloride (1:1) is stirred at RT for 20 min. The solvent is removed under reduced pressure. Methylene chloride is added and removed (4×) to give the title compound as an oil: (M−1)−=489. Reactants: CC(=CCO)C (3-methyl-2-buten-1-ol), C1(=CC=C(C=C1)S(=O)(=O)O)C (p-toluenesulfonic acid). Product: C(C=C(C)C)OCC=C(C)C (diprenyl ether). Isolated yield 50.0%. Reaction SMILES: [CH3:1][C:2]([CH3:6])=[CH:3][CH2:4][OH:5].[C:7]1([CH3:17])[CH:12]=CC(S(O)(=O)=O)=[CH:9][CH:8]=1>>[CH2:4]([O:5][CH2:9][CH:8]=[C:7]([CH3:17])[CH3:12])[CH:3]=[C:2]([CH3:6])[CH3:1]. Procedure: To 30 g of 3-methyl-2-buten-1-ol [prenol] was added 0.74 g of p-toluenesulfonic acid, and the mixture was stirred under reflux (at 130°-140° C.) for 3 hours. The reaction solution separated into two layers. The lower layer comprised water and the upper layer was subjected to gas chromatographic analysis revealing that about 4% of the starting prenol remained and that diprenyl ether was formed in a yield of about 50% based on the starting prenol together with unknown products. After distillation ... Reactants: CN(CCN1N=NC(=C1)C1=CC2=C(N(C=N2)C=2C=C(C=C(C2)C2=C(C=C(C=C2)F)F)NC(C)=O)C=C1)C (N-(5-(5-(1-(2-(dimethylamino)ethyl)-1H-1,2,3-triazol-4-yl)-1H-benzo[d]-imidazol-1-yl)-2′,4′-difluorobiphenyl-3-yl)acetamide), [OH-].[Na+] (NaOH). Run in C(C)O (ethanol). Run at temperature 85 celsius. Yields the product CN(CCN1N=NC(=C1)C1=CC2=C(N(C=N2)C=2C=C(C=C(C2)C2=C(C=C(C=C2)F)F)N)C=C1)C (5-(5-(1-(2-(dimethylamino)ethyl)-1H-1,2,3-triazol-4-yl)-1H-benzo[d]-imidazol-1-yl)-2′,4′-difluorobiphenyl-3-amine). The yield is 77.0%. As a reaction SMILES: [CH3:1][N:2]([CH3:37])[CH2:3][CH2:4][N:5]1[CH:9]=[C:8]([C:10]2[CH:36]=[CH:35][C:13]3[N:14]([C:17]4[CH:18]=[C:19]([NH:31]C(=O)C)[CH:20]=[C:21]([C:23]5[CH:28]=[CH:27][C:26]([F:29])=[CH:25][C:24]=5[F:30])[CH:22]=4)[CH:15]=[N:16][C:12]=3[CH:11]=2)[N:7]=[N:6]1.[OH-].[Na+]>C(O)C>[CH3:1][N:2]([CH3:37])[CH2:3][CH2:4][N:5]1[CH:9]=[C:8]([C:10]2[CH:36]=[CH:35][C:13]3[N:14]([C:17]4[CH:18]=[C:19]([NH2:31])[CH:20]=[C:21]([C:23]5[CH:28]=[CH:27][C:26]([F:29])=[CH:25][C:24]=5[F:30])[CH:22]=4)[CH:15]=[N:16][C:12]=3[CH:11]=2)[N:7]=[N:6]1 |f:1.2|. Procedure: To a solution of the compound of Example 20 (450 mg, 0.9 mmol) in ethanol (10 ml) was added aqueous solution of NaOH (450 mg, 11.25 mmol, 12.5 eq.) and the mixture was heated at 85° C. for 2 h. The mixture was quenched and extracted as in Example 1(d). The solvent was distilled off to afford the product in 77% yield (0.32 g). Starting materials: O=C([O-])[O-], CS(C)=O, Cl, COC(=O)CS(=O)(=O)CCC(F)(F)F, FC(F)(F)C(F)(F)C(F)(F)C(F)(F)CCI, [K+], [K+]. Product: COC(=O)C(CCC(F)(F)C(F)(F)C(F)(F)C(F)(F)F)S(=O)(=O)CCC(F)(F)F. RXN SMILES: [C:31](=[O:32])([O-:33])[O-:34].[CH3:38][S:39]([CH3:40])=[O:41].[ClH:37].[F:17][C:18]([CH2:19][CH2:20][S:21](=[O:22])(=[O:23])[CH2:24][C:25](=[O:26])[O:27][CH3:28])([F:29])[F:30].[I:1][CH2:2][CH2:3][C:4]([C:5]([C:6]([C:7]([F:8])([F:9])[F:10])([F:11])[F:12])([F:13])[F:14])([F:15])[F:16].[K+:35].[K+:36]>>[CH2:2]([CH2:3][C:4]([C:5]([C:6]([C:7]([F:8])([F:9])[F:10])([F:11])[F:12])([F:13])[F:14])([F:15])[F:16])[CH:24]([S:21]([CH2:20][CH2:19][C:18]([F:17])([F:29])[F:30])(=[O:22])=[O:23])[C:25](=[O:26])[O:27][CH3:28]. The reactants are BrC1=C(C2=CC(=CC=C2C=C1)O[Si](C)(C)C(C)(C)C)N1C([C@H](CC1)NC(=O)OC(C)(C)C)=O ((S)-1-[2-Bromo-7-(tert-butyldimethylsilyloxy)naphthalen-1-yl]-3-(tert-butoxycarbonylamino)-2-oxopyrrolidine), C(=O)([O-])[O-].[Na+].[Na+] (Na2CO3). Run in C(=O)(C(F)(F)F)O (TFA), C(Cl)Cl (CH2Cl2). Reaction conditions: time 30 minute. Yields the product N[C@@H]1C(N(CC1)C1=C(C=CC2=CC=C(C=C12)O[Si](C)(C)C(C)(C)C)Br)=O ((S)-3-Amino-1-[2-bromo-7-(tert-butyldimethylsilyloxy)naphthalen-1-yl]-2-oxopyrrolidine). Reaction SMILES: [Br:1][C:2]1[CH:11]=[CH:10][C:9]2[C:4](=[CH:5][C:6]([O:12][Si:13]([C:16]([CH3:19])([CH3:18])[CH3:17])([CH3:15])[CH3:14])=[CH:7][CH:8]=2)[C:3]=1[N:20]1[CH2:24][CH2:23][C@H:22]([NH:25]C(OC(C)(C)C)=O)[C:21]1=[O:33].C([O-])([O-])=O.[Na+].[Na+]>C(O)(C(F)(F)F)=O.C(Cl)Cl>[NH2:25][C@H:22]1[CH2:23][CH2:24][N:20]([C:3]2[C:4]3[C:9](=[CH:8][CH:7]=[C:6]([O:12][Si:13]([C:16]([CH3:17])([CH3:18])[CH3:19])([CH3:14])[CH3:15])[CH:5]=3)[CH:10]=[CH:11][C:2]=2[Br:1])[C:21]1=[O:33] |f:1.2.3|. Procedure details: (S)-1-[2-Bromo-7-(tert-butyldimethylsilyloxy)naphthalen-1-yl]-3-(tert-butoxycarbonylamino)-2-oxopyrrolidine, as described above in Step I, (245 mg, 0.458 mmol) was dissolved in a 10% TFA solution in CH2Cl2 (5 mL). After 30 min, the mixture was poured into saturated aqueous Na2CO3 and extracted with CH2Cl2 (3×). The combined organic extracts were dried over Na2SO4, filtered and concentrated in vacuo. The residue was chromatographed on silica gel, eluting with a gradient of CH2Cl2—1% to 4% MeOH—0....